Dataset: the Open Reaction Database (ORD), a public repository of structured organic reaction records. Task: describe an organic reaction: reactants, conditions, products, and yield Yield: 28.0%. The product is C(C)(C)(C)OC(NC=1SC(=CN1)C(CC1=C(C=CC=C1)OC)O)=O ({5-[1-Hydroxy-2-(2-methoxy-phenyl)-ethyl]-thiazol-2-yl}-carbamic acid tert-butyl ester). RXN SMILES: [CH2:1]([Li])[CH2:2][CH2:3][CH3:4].[C:6]([N:13]1C=C[S:15][CH:14]1[NH2:18])([O:8][C:9]([CH3:12])([CH3:11])[CH3:10])=[O:7].[CH3:19][O:20][C:21]1[CH:26]=[CH:25][CH:24]=[CH:23][C:22]=1CC=O.[O:30]1CCCC1>>[C:9]([O:8][C:6](=[O:7])[NH:13][C:14]1[S:15][C:2]([CH:3]([OH:30])[CH2:4][C:22]2[CH:23]=[CH:24][CH:25]=[CH:26][C:21]=2[O:20][CH3:19])=[CH:1][N:18]=1)([CH3:10])([CH3:11])[CH3:12]. Run at temperature -78 celsius, time 1 hour. Reported procedure: A solution of n-butyl lithium (2.5 M, 250 mL, 0.62 mol) was added to a solution of N-Boc-2-aminothiazole (56 g, 0.28 mol) in anhydrous tetrahydrofuran (500 mL) was added at −78° C. After the addition was completed, the mixture was allowed to stir at −78° C. for one hour. A solution of (2-methoxy-phenyl)-acetaldehyde (36 g, 0.24 mol) in tetrahydrofuran (100 mL) was slowly added to the reaction mixture while maintaining a temperature of −78° C. The mixture was allowed to warm to room temperature a... The reactants are C(CCC)[Li] (n-butyl lithium), C(=O)(OC(C)(C)C)N1C(SC=C1)N (N-Boc-2-aminothiazole), O1CCCC1 (tetrahydrofuran), COC1=C(C=CC=C1)CC=O ((2-methoxy-phenyl)-acetaldehyde), O1CCCC1 (tetrahydrofuran). Starting materials: OCC=1C=CC(=C(C#N)C1)OC(F)(F)F (5-(Hydroxymethyl)-2-(trifluoromethoxy)benzonitrile), S(=O)(Cl)Cl (thionyl chloride), O (Water). Run in C1(=CC=CC=C1)C (toluene). Conditions: temperature 75 celsius. The product is ClCC=1C=CC(=C(C#N)C1)OC(F)(F)F (5-(Chloromethyl)-2-(trifluoromethoxy)benzonitrile). Yield: 73.7%. Reaction SMILES: O[CH2:2][C:3]1[CH:4]=[CH:5][C:6]([O:11][C:12]([F:15])([F:14])[F:13])=[C:7]([CH:10]=1)[C:8]#[N:9].S(Cl)([Cl:18])=O.O>C1(C)C=CC=CC=1>[Cl:18][CH2:2][C:3]1[CH:4]=[CH:5][C:6]([O:11][C:12]([F:15])([F:14])[F:13])=[C:7]([CH:10]=1)[C:8]#[N:9]. Procedure: 5-(Hydroxymethyl)-2-(trifluoromethoxy)benzonitrile (0.150 g, 0.691 mmol) was taken up in toluene (2 mL) and thionyl chloride (0.303 mL, 4.14 mmol) was added. The mixture was heated at 75° C. for 15 min. Water was added and the mixture was extracted with hexanes (2×75 mL). The organics were treated with aqueous NaHCO3. The organic layer was separated, dried over magnesium sulfate, filtered and concentrated to give the title compound as a colorless oil (120 mg). LCMS m/z=236.2 [M+H]+. 1H NMR (500 ...